Dataset: the Open Reaction Database (ORD), a public repository of structured organic reaction records. Task: describe an organic reaction: reactants, conditions, products, and yield The reactants are COC(=O)c1cc(Cl)cn1N, CO, O=Cc1ccccn1. Product: COC(=O)c1cc(Cl)cn1N=Cc1ccccn1. Reaction SMILES: [CH3:1][O:2][C:3](=[O:4])[c:5]1[n:6]([NH2:11])[cH:7][c:8]([Cl:10])[cH:9]1.[CH3:20][OH:21].[n:12]1[c:13]([CH:18]=[O:19])[cH:14][cH:15][cH:16][cH:17]1>>[CH3:1][O:2][C:3](=[O:4])[c:5]1[n:6]([N:11]=[CH:18][c:13]2[n:12][cH:17][cH:16][cH:15][cH:14]2)[cH:7][c:8]([Cl:10])[cH:9]1. Reactants: FC=1C=C(C=CC1F)C(C)=O (1-(3,4-difluorophenyl)ethanone), ice water, CS(=O)C (DMSO), [H-].[Na+] (NaH), [I-].C[S+](C)C (Trimethylsulfonium iodide). Run in C1CCOC1 (THF), C1CCOC1 (THF). Reaction conditions: temperature 65 celsius, time 10 minute. Product: FC=1C=C(C=CC1F)C1(OC1)C (2-(3,4-difluorophenyl)-2-methyloxirane). RXN SMILES: CS(C)=O.[H-].[Na+].[I-].[CH3:8][S+](C)C.[F:12][C:13]1[CH:14]=[C:15]([C:20](=[O:22])[CH3:21])[CH:16]=[CH:17][C:18]=1[F:19]>C1COCC1>[F:12][C:13]1[CH:14]=[C:15]([C:20]2([CH3:8])[CH2:21][O:22]2)[CH:16]=[CH:17][C:18]=1[F:19] |f:1.2,3.4|. Reported procedure: The title compound was prepared by following general procedure 3. DMSO was added to NaH (1 equiv.) and heated to 65° C. for 1 h. THF was added at the same temperature and heated for another 10 min. After 10 min., the reaction mixture was cooled to 0° C. Trimethylsulfonium iodide (1 equiv.) was added and stirred for 10 min. after which the solution of 1-(3,4-difluorophenyl)ethanone (1 equiv.) in THF was added dropwise. After complete addition, the reaction mixture was stirred at RT for 2 h. The p... Reactants: O (water), COC1=C(C=CC(=C1)CNCCCNCCCCNCCCN)O.[Na].ClC1=NC(=CC(=N1)NC(C1=CC=C(C=C1)O)CC)CC (dl-5 chloro-6-ethyl-4-(α-ethyl-4-hydroxybenzyl)aminopyrimidine sodium salt), BrC=1C=NC=CC1 (3-bromopyridine), cuprous chloride, C1(=CC=CC=C1)C (toluene). Run in N1=CC=CC=C1 (pyridine), C(C)(=O)OCC (ethyl acetate). Conditions: time 8 hour. The product is COC1=C(C=CC(=C1)CNCCCNCCCCNCCCN)O.ClC1=NC(=CC(=N1)NC(C1=CC=C(C=C1)OC=1C=NC=CC1)CC)CC (dl-5 chloro-6-ethyl-4-[α-ethyl-4-(3-pyridyloxy)benzyl]aminopyrimidine). Isolated yield 33.6%. RXN SMILES: [CH3:1][O:2][C:3]1[CH:8]=[C:7]([CH2:9][NH:10][CH2:11][CH2:12][CH2:13][NH:14][CH2:15][CH2:16][CH2:17][CH2:18][NH:19][CH2:20][CH2:21][CH2:22][NH2:23])[CH:6]=[CH:5][C:4]=1[OH:24].[Na].[Cl:26][C:27]1[N:32]=[C:31]([NH:33][CH:34]([CH2:42][CH3:43])[C:35]2[CH:40]=[CH:39][C:38]([OH:41])=[CH:37][CH:36]=2)[CH:30]=[C:29]([CH2:44][CH3:45])[N:28]=1.Br[C:47]1[CH:48]=[N:49][CH:50]=[CH:51][CH:52]=1.O.C1(C)C=CC=CC=1>N1C=CC=CC=1.C(OCC)(=O)C>[CH3:1][O:2][C:3]1[CH:8]=[C:7]([CH2:9][NH:10][CH2:11][CH2:12][CH2:13][NH:14][CH2:15][CH2:16][CH2:17][CH2:18][NH:19][CH2:20][CH2:21][CH2:22][NH2:23])[CH:6]=[CH:5][C:4]=1[OH:24].[Cl:26][C:27]1[N:32]=[C:31]([NH:33][CH:34]([CH2:42][CH3:43])[C:35]2[CH:40]=[CH:39][C:38]([O:41][C:47]3[CH:48]=[N:49][CH:50]=[CH:51][CH:52]=3)=[CH:37][CH:36]=2)[CH:30]=[C:29]([CH2:44][CH3:45])[N:28]=1 |f:0.1.2,8.9,^1:24|. Reported procedure: To a solution 2.2 g of dl-5-chloro-6-ethyl-4-(α-ethyl-4-hydroxybenzyl)aminopyrimidine sodium salt dissolved in 25 ml of dried pyridine were added 1.1 g of 3-bromopyridine and 1 g of cuprous chloride, and the mixture was refluxed under nitrogen atmosphere by heating and stirring for 8 hours. After completion of the reaction, the reaction product was poured into water and extracted with ethyl acetate. The extract was washed with diluted hydrochloric acid and water, dried over anhydrous sodium sulf...